From a dataset of the Open Reaction Database (ORD), a public repository of structured organic reaction records. describe an organic reaction: reactants, conditions, products, and yield As a reaction SMILES: [CH3:1][O:2][c:3]1[cH:4][c:5]([C:6](=[O:7])[Cl:8])[cH:9][c:10]([O:12][CH3:13])[cH:11]1.[CH3:29][CH2:30][O:31][CH2:32][CH3:33].[Cl:14][c:15]1[cH:16][cH:17][c:18]([CH2:19][CH2:20][N:21]2[CH2:22][CH2:23][NH:24][CH2:25][CH2:26]2)[cH:27][cH:28]1.[Cl:34][CH2:35][Cl:36]>>[CH3:1][O:2][c:3]1[cH:4][c:5]([C:6](=[O:7])[N:24]2[CH2:23][CH2:22][N:21]([CH2:20][CH2:19][c:18]3[cH:17][cH:16][c:15]([Cl:14])[cH:28][cH:27]3)[CH2:26][CH2:25]2)[cH:9][c:10]([O:12][CH3:13])[cH:11]1.[ClH:8]. Starting materials: COc1cc(OC)cc(C(=O)Cl)c1, CCOCC, Clc1ccc(CCN2CCNCC2)cc1, ClCCl. Yields the product COc1cc(OC)cc(C(=O)N2CCN(CCc3ccc(Cl)cc3)CC2)c1, Cl.